From a dataset of the Open Reaction Database (ORD), a public repository of structured organic reaction records. describe an organic reaction: reactants, conditions, products, and yield The reactants are F[C@H]1C([C@]2(C)[C@@H](C1)[C@@H]1C([C@H](C3=CC(C[C@H]([C@]3(C)[C@H]1CC2)C)=O)C)=C)=O (16α-fluoro-1β,6β-dimethyl-7-methylenandrost-4-ene-3,17-dione), [OH-].[Na+] (sodium hydroxide). Run in C(C)O (ethanol). Yields the product F[C@H]1C([C@]2(C)[C@@H](C1)[C@@H]1C([C@@H](C3=CC(C[C@H]([C@]3(C)[C@H]1CC2)C)=O)C)=C)=O (16α-fluoro-1β,6α-dimethyl-7-methylenandrost-4-ene-3,17-dione). Isolated yield 84.9%. Reaction SMILES: [F:1][C@@H:2]1[CH2:7][C@H:6]2[C@H:8]3[C@H:18]([CH2:19][CH2:20][C@:4]2([CH3:5])[C:3]1=[O:25])[C@:16]1([CH3:17])[C:11](=[CH:12][C:13](=[O:22])[CH2:14][C@H:15]1[CH3:21])[C@H:10]([CH3:23])[C:9]3=[CH2:24].[OH-].[Na+]>C(O)C>[F:1][C@@H:2]1[CH2:7][C@H:6]2[C@H:8]3[C@H:18]([CH2:19][CH2:20][C@:4]2([CH3:5])[C:3]1=[O:25])[C@:16]1([CH3:17])[C:11](=[CH:12][C:13](=[O:22])[CH2:14][C@H:15]1[CH3:21])[C@@H:10]([CH3:23])[C:9]3=[CH2:24] |f:1.2|. Reported procedure: A ethanol solution (10 ml) of 16α-fluoro-1β,6β-dimethyl-7-methylenandrost-4-ene-3,17-dione (344 mg), which contains 0.1N sodium hydroxide (1 ml), is heated to reflux for about 30 min. Then the ethanol is removed in vacuo and the residue taken up in benzene. The organic phase is washed to neutrality with water, dried and evaporated. The residue is submitted to chromatographic purification as described above to give the isomeric 16α-fluoro-1β,6α-dimethyl-7-methylenandrost-4-ene-3,17-dione (292 mg)... Reactants: CC(C)(c1ccc(S(=O)(=O)Cl)cc1)c1cocn1, Nc1ccc(Cl)cc1C(=O)c1ccncc1, c1ccncc1. Yields the product CC(C)(c1ccc(S(=O)(=O)Nc2ccc(Cl)cc2C(=O)c2ccncc2)cc1)c1cocn1. As a reaction SMILES: [CH3:17][C:18]([CH3:19])([c:20]1[n:21][cH:22][o:23][cH:24]1)[c:25]1[cH:26][cH:27][c:28]([S:31](=[O:32])(=[O:33])[Cl:34])[cH:29][cH:30]1.[NH2:1][c:2]1[c:3]([C:9](=[O:10])[c:11]2[cH:12][cH:13][n:14][cH:15][cH:16]2)[cH:4][c:5]([Cl:8])[cH:6][cH:7]1.[cH:35]1[cH:36][cH:37][n:38][cH:39][cH:40]1>>[NH:1]([c:2]1[c:3]([C:9](=[O:10])[c:11]2[cH:12][cH:13][n:14][cH:15][cH:16]2)[cH:4][c:5]([Cl:8])[cH:6][cH:7]1)[S:31]([c:28]1[cH:27][cH:26][c:25]([C:18]([CH3:17])([CH3:19])[c:20]2[n:21][cH:22][o:23][cH:24]2)[cH:30][cH:29]1)(=[O:32])=[O:33]. Reactants: CC#N, CN(C)C=O, CN=C=O, Nc1ccc(O)cc1. Product: CNC(=O)Nc1ccc(O)cc1. RXN SMILES: [CH3:13][C:14]#[N:15].[CH3:16][N:17]([CH3:18])[CH:19]=[O:20].[CH3:1][N:2]=[C:3]=[O:4].[NH2:5][c:6]1[cH:7][cH:8][c:9]([OH:10])[cH:11][cH:12]1>>[CH3:1][NH:2][C:3](=[O:4])[NH:5][c:6]1[cH:7][cH:8][c:9]([OH:10])[cH:11][cH:12]1.